Dataset: the Open Reaction Database (ORD), a public repository of structured organic reaction records. Task: describe an organic reaction: reactants, conditions, products, and yield Reactants: B, CN1CCN(C(=O)C2CC(OS(C)(=O)=O)CN2C(=O)OCc2ccc([N+](=O)[O-])cc2)C1=O, CO, CCOC(C)=O, C1CCOC1, C1CCOC1. Yields the product CN1CCN(CC2CC(OS(C)(=O)=O)CN2C(=O)OCc2ccc([N+](=O)[O-])cc2)C1=O. Reaction SMILES: [BH3:38].[CH3:1][S:2](=[O:3])(=[O:4])[O:5][CH:6]1[CH2:7][CH:8]([C:24](=[O:25])[N:26]2[C:27](=[O:32])[N:28]([CH3:31])[CH2:29][CH2:30]2)[N:9]([C:11](=[O:12])[O:13][CH2:14][c:15]2[cH:16][cH:17][c:18]([N+:21](=[O:22])[O-:23])[cH:19][cH:20]2)[CH2:10]1.[CH3:39][OH:40].[CH3:46][CH2:47][O:48][C:49](=[O:50])[CH3:51].[O:33]1[CH2:34][CH2:35][CH2:36][CH2:37]1.[O:41]1[CH2:42][CH2:43][CH2:44][CH2:45]1>>[CH3:1][S:2](=[O:3])(=[O:4])[O:5][CH:6]1[CH2:7][CH:8]([CH2:24][N:26]2[C:27](=[O:32])[N:28]([CH3:31])[CH2:29][CH2:30]2)[N:9]([C:11](=[O:12])[O:13][CH2:14][c:15]2[cH:16][cH:17][c:18]([N+:21](=[O:22])[O-:23])[cH:19][cH:20]2)[CH2:10]1.